From a dataset of the Open Reaction Database (ORD), a public repository of structured organic reaction records. describe an organic reaction: reactants, conditions, products, and yield Starting materials: CC(=O)[O-], CC(=O)OC(C)=O, CC(=O)O, CCOC(C)=O, COC(=O)C1=C(C=O)NC(C)=C(C(=O)O)C1c1cccc([N+](=O)[O-])c1, NO, [Na+], O=S(=O)(O)O. Reaction SMILES: [CH3:34][C:35](=[O:36])[O-:37].[CH3:38][C:39]([O:40][C:41](=[O:42])[CH3:43])=[O:44].[CH3:45][C:46](=[O:47])[OH:48].[CH3:49][CH2:50][O:51][C:52](=[O:53])[CH3:54].[CH:1](=[O:2])[C:3]1=[C:4]([C:22](=[O:23])[O:24][CH3:25])[CH:5]([c:13]2[cH:14][c:15]([N+:19](=[O:20])[O-:21])[cH:16][cH:17][cH:18]2)[C:6]([C:10](=[O:11])[OH:12])=[C:7]([CH3:9])[NH:8]1.[NH2:31][OH:32].[Na+:33].[S:26]([OH:27])([OH:28])(=[O:29])=[O:30]>>[C:1]([C:3]1=[C:4]([C:22](=[O:23])[O:24][CH3:25])[CH:5]([c:13]2[cH:14][c:15]([N+:19](=[O:20])[O-:21])[cH:16][cH:17][cH:18]2)[C:6]([C:10](=[O:11])[OH:12])=[C:7]([CH3:9])[NH:8]1)#[N:31]. The product is COC(=O)C1=C(C#N)NC(C)=C(C(=O)O)C1c1cccc([N+](=O)[O-])c1. Reactants: CN(C)C=O, COc1cc(C(C)=O)ccc1OCCCCl, Cl, Fc1ccc2c(C3CCNCC3)noc2c1, [K+], [K+], O=C([O-])[O-], O. Product: COc1cc(C(C)=O)ccc1OCCCN1CCC(c2noc3cc(F)ccc23)CC1. Reaction SMILES: [CH3:40][N:41]([CH3:42])[CH:43]=[O:44].[Cl:24][CH2:25][CH2:26][CH2:27][O:28][c:29]1[c:30]([O:38][CH3:39])[cH:31][c:32]([C:35]([CH3:36])=[O:37])[cH:33][cH:34]1.[ClH:1].[F:2][c:3]1[cH:4][c:5]2[c:6]([c:7]([CH:10]3[CH2:11][CH2:12][NH:13][CH2:14][CH2:15]3)[n:8][o:9]2)[cH:16][cH:17]1.[K+:18].[K+:19].[O-:20][C:21]([O-:22])=[O:23].[OH2:45]>>[F:2][c:3]1[cH:4][c:5]2[c:6]([c:7]([CH:10]3[CH2:11][CH2:12][N:13]([CH2:25][CH2:26][CH2:27][O:28][c:29]4[c:30]([O:38][CH3:39])[cH:31][c:32]([C:35]([CH3:36])=[O:37])[cH:33][cH:34]4)[CH2:14][CH2:15]3)[n:8][o:9]2)[cH:16][cH:17]1. Reactants: C(C)(C)C1=NN=C2N1C=C(C=C2)C#C (3-Isopropyl-6-ethynyl-[1,2,4]triazolo(4,3-a)pyridine), CN(C)CCN(C)C (TMEDA), BrC1=NC(=CC=C1)C (2-bromo-6-methylpyridine). Reagents/catalysts: C1=CC=C(C=C1)P(C2=CC=CC=C2)C3=CC=CC=C3.C1=CC=C(C=C1)P(C2=CC=CC=C2)C3=CC=CC=C3.Cl[Pd]Cl (bis(triphenylphosphine)palladium (II) chloride), [Cu](I)I (copper iodide). Run in C1CCOC1 (THF). Conditions: temperature 60 celsius, time 5 hour. Product: C(C)(C)C1=NN=C2N1C=C(C=C2)C#CC2=NC(=CC=C2)C (3-Isopropyl-6-(6-methylpyridin-2-ylethynyl)-[1,2,4]triazolo(4,3-a)pyridine). Isolated yield 38.3%. RXN SMILES: [CH:1]([C:4]1[N:8]2[CH:9]=[C:10]([C:13]#[CH:14])[CH:11]=[CH:12][C:7]2=[N:6][N:5]=1)([CH3:3])[CH3:2].CN(CCN(C)C)C.Br[C:24]1[CH:29]=[CH:28][CH:27]=[C:26]([CH3:30])[N:25]=1>C1C=CC(P(C2C=CC=CC=2)C2C=CC=CC=2)=CC=1.C1C=CC(P(C2C=CC=CC=2)C2C=CC=CC=2)=CC=1.Cl[Pd]Cl.[Cu](I)I.C1COCC1>[CH:1]([C:4]1[N:8]2[CH:9]=[C:10]([C:13]#[C:14][C:24]3[CH:29]=[CH:28][CH:27]=[C:26]([CH3:30])[N:25]=3)[CH:11]=[CH:12][C:7]2=[N:6][N:5]=1)([CH3:3])[CH3:2] |f:3.4.5|. Procedure details: To a 250 mL round bottom flask was added 1.47 grams (7.94 mmol) of 3-Isopropyl-6-ethynyl-[1,2,4]triazolo(4,3-a)pyridine, 40 mL of anhydrous THF, 40 mL of TMEDA, 279 mg (0.4 mmol) of bis(triphenylphosphine)palladium (II) chloride, 151 mg (0.8 mmol) of copper iodide, and 1.8 mL (15.9 mmol, d=1.512) of 2-bromo-6-methylpyridine. Argon gas was bubbled into the reaction mixture for 5 minutes. The reaction mixture was stirred at 60° C. for 5 hours. The reaction mixture was cooled and concentrated to dr... Starting materials: C1CCOC1, Cc1c(CC(C)C)csc1C(=O)O, CCCCC, CI. Product: CCc1c(CC(C)C)csc1C(=O)O. As a reaction SMILES: [CH2:16]1[O:17][CH2:18][CH2:19][CH2:20]1.[CH2:1]([CH:2]([CH3:3])[CH3:4])[c:5]1[c:6]([CH3:13])[c:7]([C:10](=[O:11])[OH:12])[s:8][cH:9]1.[CH3:21][CH2:22][CH2:23][CH2:24][CH3:25].[I:14][CH3:15]>>[CH2:1]([CH:2]([CH3:3])[CH3:4])[c:5]1[c:6]([CH2:13][CH3:15])[c:7]([C:10](=[O:11])[OH:12])[s:8][cH:9]1. Starting materials: NC1=C(C=CC(=C1)CC(=O)OC)NC1=C(C(=O)OC)C=CC(=C1)Cl (methyl 2-{[2-amino-4-(2-methoxy-2-oxoethyl)phenyl]amino}-4-chlorobenzoate), CC=1C=CC(=CC1)S(=O)(=O)O.O (TsOH.H2O). Solvent: C1(=CC=CC=C1)C (toluene). The product is ClC=1C=CC2=C(NC3=C(NC2=O)C=C(C=C3)CC(=O)OC)C1 (methyl (3-chloro-11-oxo-10,11-dihydro-5H-dibenzo[b,e][1,4]diazepin-8-yl)acetate). Isolated yield 72.9%. RXN SMILES: [NH2:1][C:2]1[CH:7]=[C:6]([CH2:8][C:9]([O:11][CH3:12])=[O:10])[CH:5]=[CH:4][C:3]=1[NH:13][C:14]1[CH:23]=[C:22]([Cl:24])[CH:21]=[CH:20][C:15]=1[C:16](OC)=[O:17].CC1C=CC(S(O)(=O)=O)=CC=1.O>C1(C)C=CC=CC=1>[Cl:24][C:22]1[CH:21]=[CH:20][C:15]2[C:16](=[O:17])[NH:1][C:2]3[CH:7]=[C:6]([CH2:8][C:9]([O:11][CH3:12])=[O:10])[CH:5]=[CH:4][C:3]=3[NH:13][C:14]=2[CH:23]=1 |f:1.2|. Reported procedure: A mixture of Example 695C (0.3 g, 0.91 mmol) and TsOH.H2O (0.35 g, 1.82 mmol) in toluene (50 mL) was heated to reflux for 20 hours using a Dean-Stark trap to remove water. The reaction was cooled to room temperature, concentrated under vacuum, diluted with ethyl acetate, washed with saturated NaHCO3 and brine, dried (MgSO4), filtered, and concentrated under vacuum. The residue was purified by flash column chromatography on silica gel with 7:3 hexanes/ethyl acetate to provide 0.21 g (81%) of the ...